Dataset: the Open Reaction Database (ORD), a public repository of structured organic reaction records. Task: describe an organic reaction: reactants, conditions, products, and yield Reactants: ClC1=C(C=CC(=C1)Cl)C=1N=C(C(=NC1CC)N[C@H]1[C@H](CC2=CC=CC=C12)O)CC ((1R,2S)-1-{[5-(2,4-dichlorophenyl)-3,6-diethylpyrazin-2-yl]amino}-2,3-dihydro-1H-inden-2-ol), BrC=1N=C(C(=NC1CC)N[C@H]1[C@@H](COC1)O)CC (trans-(+/−)-4-[(5-bromo-3,6-diethylpyrazin-2-yl)amino]tetrahydrofuran-3-ol), CC1=C(C=CC(=C1)OC)B(O)O (2-methyl-4-methoxyphenylboronic acid). The product is C(C)C=1C(=NC(=C(N1)C1=C(C=C(C=C1)OC)C)CC)N[C@H]1[C@@H](COC1)O (trans-(+/−)-4-{[3,6-diethyl-5-(4-methoxy-2-methylphenyl)pyrazin-2-yl]amino}tetrahydrofuran-3-ol). As a reaction SMILES: ClC1C=C(Cl)C=CC=1C1N=C(CC)C(N[C@@H]2C3C(=CC=CC=3)C[C@@H]2O)=NC=1CC.Br[C:31]1[N:32]=[C:33]([CH2:46][CH3:47])[C:34]([NH:39][C@@H:40]2[CH2:44][O:43][CH2:42][C@H:41]2[OH:45])=[N:35][C:36]=1[CH2:37][CH3:38].[CH3:48][C:49]1[CH:54]=[C:53]([O:55][CH3:56])[CH:52]=[CH:51][C:50]=1B(O)O>>[CH2:46]([C:33]1[C:34]([NH:39][C@@H:40]2[CH2:44][O:43][CH2:42][C@H:41]2[OH:45])=[N:35][C:36]([CH2:37][CH3:38])=[C:31]([C:50]2[CH:51]=[CH:52][C:53]([O:55][CH3:56])=[CH:54][C:49]=2[CH3:48])[N:32]=1)[CH3:47]. Reported procedure: Following the procedure for the preparation of (1R,2S)-1-{[5-(2,4-dichlorophenyl)-3,6-diethylpyrazin-2-yl]amino}-2,3-dihydro-1H-inden-2-ol but substituting trans-(+/−)-4-[(5-bromo-3,6-diethylpyrazin-2-yl)amino]tetrahydrofuran-3-ol and 2-methyl-4-methoxyphenylboronic acid and making non-critical variations provided the title compound as a light yellow solid. IR (diffuse reflectance) 3363, 1603, 1571, 1490, 1447, 1393, 1303, 1233, 1208, 1177, 1170, 1103, 1059, 887, 849 cm−1; OAMS supporting ions a... The yield is 24.5%. Reported procedure: To a solution of 1-(7-bromo-5-pyrazol-1-yl-benzothiazol-2-yl)-3-ethyl-urea (0.27 g, 0.74 mmol) in DMF: H2O (2:1, 15 mL) was added 3-pyridyl boronic acid (0.11 g, 0.88 mmol) and K3PO4 (0.17 g, 0.81 mmol) under nitrogen atmosphere at room temperature. The reaction mixture was then degassed for half an hour followed by the addition of bis(triphenylphosphine)palladium(II) dichloride (0.077 g, 0.11 mmol). The reaction mixture was then again degassed for half an hour and heated at 120° C. for 2 h unde... Starting materials: BrC1=CC(=CC=2N=C(SC21)NC(=O)NCC)N2N=CC=C2 (1-(7-bromo-5-pyrazol-1-yl-benzothiazol-2-yl)-3-ethyl-urea), N1=CC(=CC=C1)B(O)O (3-pyridyl boronic acid), [O-]P(=O)([O-])[O-].[K+].[K+].[K+] (K3PO4). The reagents and catalysts are Cl[Pd]([P](C1=CC=CC=C1)(C2=CC=CC=C2)C3=CC=CC=C3)([P](C4=CC=CC=C4)(C5=CC=CC=C5)C6=CC=CC=C6)Cl (bis(triphenylphosphine)palladium(II) dichloride). Product: C(C)NC(=O)NC=1SC2=C(N1)C=C(C=C2C=2C=NC=CC2)N2N=CC=C2 (1-Ethyl-3-(5-pyrazol-1-yl-7-pyridin-3-yl-benzothiazol-2-yl)-urea). Reaction SMILES: Br[C:2]1[C:10]2[S:9][C:8]([NH:11][C:12]([NH:14][CH2:15][CH3:16])=[O:13])=[N:7][C:6]=2[CH:5]=[C:4]([N:17]2[CH:21]=[CH:20][CH:19]=[N:18]2)[CH:3]=1.[N:22]1[CH:27]=[CH:26][CH:25]=[C:24](B(O)O)[CH:23]=1.[O-]P([O-])([O-])=O.[K+].[K+].[K+]>CN(C=O)C.O.Cl[Pd](Cl)([P](C1C=CC=CC=1)(C1C=CC=CC=1)C1C=CC=CC=1)[P](C1C=CC=CC=1)(C1C=CC=CC=1)C1C=CC=CC=1>[CH2:15]([NH:14][C:12]([NH:11][C:8]1[S:9][C:10]2[C:2]([C:24]3[CH:23]=[N:22][CH:27]=[CH:26][CH:25]=3)=[CH:3][C:4]([N:17]3[CH:21]=[CH:20][CH:19]=[N:18]3)=[CH:5][C:6]=2[N:7]=1)=[O:13])[CH3:16] |f:2.3.4.5,6.7,^1:47,66|. Run in CN(C)C=O.O (DMF H2O). Conditions: temperature 120 celsius. Reactants: CN(C=NS(=O)(=O)C=1SC2=C(N1)C=CC(=C2)OCC=C)C (N,N-Dimethyl-N'-(6-allyloxybenzothiazole-2-sulfonyl)formamidine), [OH-].[Na+] (sodium hydroxide), Cl (HCl), O (water). The solvent is CO (methanol). Run at temperature 40 celsius, time 1 hour. Product: C(C=C)OC1=CC2=C(N=C(S2)S(=O)(=O)N)C=C1 (6-Allyloxybenzothiazole-2-sulfonamide). Reaction SMILES: CN(C)C=[N:4][S:5]([C:8]1[S:9][C:10]2[CH:16]=[C:15]([O:17][CH2:18][CH:19]=[CH2:20])[CH:14]=[CH:13][C:11]=2[N:12]=1)(=[O:7])=[O:6].[OH-].[Na+].O.Cl>CO>[CH2:18]([O:17][C:15]1[CH:14]=[CH:13][C:11]2[N:12]=[C:8]([S:5]([NH2:4])(=[O:7])=[O:6])[S:9][C:10]=2[CH:16]=1)[CH:19]=[CH2:20] |f:1.2|. Procedure: A solution of product from Step B (0.45 gm, 1.4 mmol) in methanol (1.5 mL) was added to 2N sodium hydroxide (2 mL) and stirred at 40° C. for 1 hour. The reaction was poured into water, acidified (HCl), and the product extracted into ethyl acetate. The extract was dried (Na2SO4) and evaporated to give crude product. Upon trituration of this residue with methylene chloride, the product precipitated and was collected (0.18 gm) and shown to be identical with the product of Example 1. The reactants are CN1CCN(Cc2cc(NC(=O)Nc3ccc(-n4cnc5c(C#N)nccc54)cc3)cc(C(F)(F)F)c2)CC1, O=C([O-])[O-], CS(C)=O, [K+], [K+], OO. The product is CN1CCN(Cc2cc(NC(=O)Nc3ccc(-n4cnc5c(C(N)=O)nccc54)cc3)cc(C(F)(F)F)c2)CC1. As a reaction SMILES: [C:1](#[N:2])[c:3]1[n:4][cH:5][cH:6][c:7]2[c:8]1[n:9][cH:10][n:11]2-[c:12]1[cH:13][cH:14][c:15]([NH:18][C:19](=[O:20])[NH:21][c:22]2[cH:23][c:24]([CH2:32][N:33]3[CH2:34][CH2:35][N:36]([CH3:39])[CH2:37][CH2:38]3)[cH:25][c:26]([C:28]([F:29])([F:30])[F:31])[cH:27]2)[cH:16][cH:17]1.[C:42]([O-:43])(=[O:44])[O-:45].[CH3:48][S:49](=[O:50])[CH3:51].[K+:46].[K+:47].[OH:40][OH:41]>>[C:1]([NH2:2])([c:3]1[n:4][cH:5][cH:6][c:7]2[c:8]1[n:9][cH:10][n:11]2-[c:12]1[cH:13][cH:14][c:15]([NH:18][C:19](=[O:20])[NH:21][c:22]2[cH:23][c:24]([CH2:32][N:33]3[CH2:34][CH2:35][N:36]([CH3:39])[CH2:37][CH2:38]3)[cH:25][c:26]([C:28]([F:29])([F:30])[F:31])[cH:27]2)[cH:16][cH:17]1)=[O:43].